From a dataset of the Open Reaction Database (ORD), a public repository of structured organic reaction records. describe an organic reaction: reactants, conditions, products, and yield Solvent: C(Cl)Cl (CH2Cl2), C(Cl)Cl (CH2Cl2), C(Cl)Cl (CH2Cl2). As a reaction SMILES: C[O:2][C:3]1[CH:12]=[CH:11][C:10]2[C:5](=[CH:6][CH:7]=[C:8]([O:13][CH3:14])[CH:9]=2)[C:4]=1[C:15]([C:17]1[CH:22]=[CH:21][C:20]([O:23][CH2:24][CH2:25][N:26]2[CH2:31][CH2:30][CH2:29][CH2:28][CH2:27]2)=[CH:19][CH:18]=1)=[O:16].N#N.B(Cl)(Cl)Cl.CO.C([O-])(O)=O.[Na+]>C(Cl)Cl>[OH:2][C:3]1[CH:12]=[CH:11][C:10]2[C:5](=[CH:6][CH:7]=[C:8]([O:13][CH3:14])[CH:9]=2)[C:4]=1[C:15]([C:17]1[CH:22]=[CH:21][C:20]([O:23][CH2:24][CH2:25][N:26]2[CH2:31][CH2:30][CH2:29][CH2:28][CH2:27]2)=[CH:19][CH:18]=1)=[O:16] |f:4.5|. Procedure: Dissolve (2,6-dimethoxy-naphthalen-1-yl)-[4-(2-piperidin-1-yl-ethoxy)-phenyl]-methanone in CH2Cl2 (10 volume eq.) in a 3-neck round bottom flask equipped with a pressure equalizing addition funnel, stirbar, and N2 source. Cool the flask in an ice/brine bath and add 1.0 M BCl3 solution in CH2Cl2 (1.2 eq.) dropwise. The reaction solution turns dark red and the temperature initially increases to 5° C. After about 1 hour, quench the reaction with methanol (5 eq.) and allow to warm to room temperatur... Product: OC1=C(C2=CC=C(C=C2C=C1)OC)C(=O)C1=CC=C(C=C1)OCCN1CCCCC1 ((2-hydroxy-6-methoxy-naphthalen-1-yl)-[4-(2-piperidin-1-yl-ethoxy)-phenyl]-methanone). Reaction conditions: temperature 5 celsius, time 1 hour. Starting materials: CO (methanol), COC1=C(C2=CC=C(C=C2C=C1)OC)C(=O)C1=CC=C(C=C1)OCCN1CCCCC1 ((2,6-dimethoxy-naphthalen-1-yl)-[4-(2-piperidin-1-yl-ethoxy)-phenyl]-methanone), N#N (N2), B(Cl)(Cl)Cl (BCl3), C(=O)(O)[O-].[Na+] (NaHCO3).